This data is from the Open Reaction Database (ORD), a public repository of structured organic reaction records. The task is: describe an organic reaction: reactants, conditions, products, and yield The reactants are FC1=CC=C(C=C1)S (4-fluorothiophenol), [OH-].[K+] (KOH), C(C)O (ethanol), BrCC(=O)O (bromoacetic acid), C(C)O (ethanol). Reaction conditions: time 30 minute. The product is FC1=CC=C(C=C1)SCC(=O)OC (methyl (4-fluorophenyl)sulfanylacetate). RXN SMILES: [F:1][C:2]1[CH:7]=[CH:6][C:5]([SH:8])=[CH:4][CH:3]=1.[OH-].[K+].Br[CH2:12][C:13]([OH:15])=[O:14].[CH2:16](O)C>>[F:1][C:2]1[CH:7]=[CH:6][C:5]([S:8][CH2:12][C:13]([O:15][CH3:16])=[O:14])=[CH:4][CH:3]=1 |f:1.2|. Procedure: A solution of 4-fluorothiophenol (10 g, 78 mmol) in ethanol(200 mL) was treated with powdered KOH (9.6 g), stirred for 30 min at rt, then treated with a solution of bromoacetic acid (10.84 g, 78 mmol) in ethanol (50 mL) and stirred at 80 C for 4 h. the reaction was cooled to rt, partitioned between 1N HCl and EtOAc and the organics were washed with water, dried (Na2SO4), filtered and concentrated. The crude product was dissolved in MeoH (250 mL), cooled to 0 C, treated with SOCl2 (8.5 mL) and st... Reactants: BrC=1C=C2C(=CC1)OC=1C=NC(=CC1[C@@]21N=C(OCC1)N)Cl ((5)-7-bromo-3-chloro-5′,6′-dihydrospiro[chromeno[2,3-c]pyridine-5,4′-[1,3]oxazin]-2′-amine), FC=1C=C(C=NC1)B(O)O (5-fluoropyridin-3-ylboronic acid), FC1=NC=CC(=C1)B(O)O (2-fluoropyridin-4-ylboronic acid). The product is FC=1C=C(C=NC1)C=1C=C2C(=CC1)OC=1C=NC(=CC1[C@@]21N=C(OCC1)N)C1=CC(=NC=C1)F ((S)-7-(5-fluoropyridin-3-yl)-3-(2-fluoropyridin-4-yl)-5′,6′-dihydrospiro[chromeno[2,3-c]pyridine-5,4′-[1,3]oxazin]-2′-amine). As a reaction SMILES: Br[C:2]1[CH:3]=[C:4]2[C@@:15]3([CH2:20][CH2:19][O:18][C:17]([NH2:21])=[N:16]3)[C:14]3[CH:13]=[C:12](Cl)[N:11]=[CH:10][C:9]=3[O:8][C:5]2=[CH:6][CH:7]=1.[F:23][C:24]1[CH:25]=[C:26](B(O)O)[CH:27]=[N:28][CH:29]=1.[F:33][C:34]1[CH:39]=[C:38](B(O)O)[CH:37]=[CH:36][N:35]=1>>[F:23][C:24]1[CH:25]=[C:26]([C:2]2[CH:3]=[C:4]3[C@@:15]4([CH2:20][CH2:19][O:18][C:17]([NH2:21])=[N:16]4)[C:14]4[CH:13]=[C:12]([C:38]5[CH:37]=[CH:36][N:35]=[C:34]([F:33])[CH:39]=5)[N:11]=[CH:10][C:9]=4[O:8][C:5]3=[CH:6][CH:7]=2)[CH:27]=[N:28][CH:29]=1. Procedure details: The titled compound was synthesized by steps analogous to those described in method A1 above, but using intermediate 18B, 5-fluoropyridin-3-ylboronic acid and 2-fluoropyridin-4-ylboronic acid. MS m/z=458.0 [M+H]+. Calculated for C25H17F2N5O2: 457.43 The reactants are C(C)OC(=O)C=1C(=C2C(=CN1)N(C(=C2Br)C2=CC=C(C=C2)F)C2=CC=CC=C2)O (3-bromo-2-(4-fluoro-phenyl)-4-hydroxy-1-phenyl-1H-pyrrolo[2,3-c]pyridine-5-carboxylic acid ethyl ester), C(=O)[O-].[NH4+] (ammonium formate). Reagents/catalysts: [Pd] (Pd/C). Run in CCOC(=O)C (EtOAc). Product: C(C)OC(=O)C=1C(=C2C(=CN1)N(C(=C2)C2=CC=C(C=C2)F)C2=CC=CC=C2)O (2-(4-Fluoro-phenyl)-4-hydroxy-1-phenyl-1H-pyrrolo[2,3-c]pyridine-5-carboxylic acid ethyl ester). The yield is 111.9%. As a reaction SMILES: [CH2:1]([O:3][C:4]([C:6]1[C:7]([OH:29])=[C:8]2[C:14](Br)=[C:13]([C:16]3[CH:21]=[CH:20][C:19]([F:22])=[CH:18][CH:17]=3)[N:12]([C:23]3[CH:28]=[CH:27][CH:26]=[CH:25][CH:24]=3)[C:9]2=[CH:10][N:11]=1)=[O:5])[CH3:2].C([O-])=O.[NH4+]>CCOC(C)=O.[Pd]>[CH2:1]([O:3][C:4]([C:6]1[C:7]([OH:29])=[C:8]2[CH:14]=[C:13]([C:16]3[CH:21]=[CH:20][C:19]([F:22])=[CH:18][CH:17]=3)[N:12]([C:23]3[CH:24]=[CH:25][CH:26]=[CH:27][CH:28]=3)[C:9]2=[CH:10][N:11]=1)=[O:5])[CH3:2] |f:1.2|. Procedure details: A mixture of 3-bromo-2-(4-fluoro-phenyl)-4-hydroxy-1-phenyl-1H-pyrrolo[2,3-c]pyridine-5-carboxylic acid ethyl ester (515 mg, 1.13 mmol), 10% Pd/C (116 mg), and ammonium formate (1.43 g, 22.62 mmol) in EtOAc was refluxed overnight; then filtered, the filtrate was washed with saturated sodium chloride aqueous solution, then the organic phase was dried over anhydrous sodium sulfate, filtered, concentrated to give a pure titled product (476 mg); ESI MS (m/z): 377 (M+H+). Starting materials: Cc1ccc(S(=O)(=O)N2CCCC2C(=O)O)cc1, c1ccc(-c2c[nH]c3ccccc23)cc1. Yields the product Cc1ccc(S(=O)(=O)N2CCCC2C(=O)n2cc(-c3ccccc3)c3ccccc32)cc1. Reaction SMILES: [S:16](=[O:17])(=[O:18])([c:19]1[cH:20][cH:21][c:22]([CH3:23])[cH:24][cH:25]1)[N:26]1[CH:27]([C:28](=[O:29])[OH:30])[CH2:31][CH2:32][CH2:33]1.[c:1]1(-[c:7]2[cH:8][nH:9][c:10]3[cH:11][cH:12][cH:13][cH:14][c:15]23)[cH:2][cH:3][cH:4][cH:5][cH:6]1>>[c:1]1(-[c:7]2[cH:8][n:9]([C:28]([CH:27]3[N:26]([S:16](=[O:17])(=[O:18])[c:19]4[cH:20][cH:21][c:22]([CH3:23])[cH:24][cH:25]4)[CH2:33][CH2:32][CH2:31]3)=[O:29])[c:10]3[cH:11][cH:12][cH:13][cH:14][c:15]23)[cH:2][cH:3][cH:4][cH:5][cH:6]1. Reactants: [Br-], CCn1c2c(c(=O)c3cc(C(C)C)ccc31)C(=O)c1ccccc1-2, ClCCl, C1CCOC1, Cl, [Mg+]c1ccccc1. The product is CCn1c2c(c(=O)c3cc(C(C)C)ccc31)C(O)(c1ccccc1)c1ccccc1-2. As a reaction SMILES: [Br-:1].[CH2:14]([CH3:15])[n:16]1[c:17]2[c:18]([c:19](=[O:29])[c:20]3[cH:21][c:22]([CH:26]([CH3:27])[CH3:28])[cH:23][cH:24][c:25]13)[C:30](=[O:37])[c:31]1[cH:32][cH:33][cH:34][cH:35][c:36]1-2.[CH2:39]([Cl:40])[Cl:41].[CH2:9]1[O:10][CH2:11][CH2:12][CH2:13]1.[ClH:38].[c:2]1([Mg+:8])[cH:3][cH:4][cH:5][cH:6][cH:7]1>>[c:2]1([C:30]2([OH:37])[c:18]3[c:17]([n:16]([CH2:14][CH3:15])[c:25]4[c:20]([c:19]3=[O:29])[cH:21][c:22]([CH:26]([CH3:27])[CH3:28])[cH:23][cH:24]4)-[c:36]3[c:31]2[cH:32][cH:33][cH:34][cH:35]3)[cH:3][cH:4][cH:5][cH:6][cH:7]1. Reactants: intermediate 8, ClC=1C=C(C(=O)NC23CC4(CC(CC(C2)C4)C3)C#C)C=CC1 (3-chloro-N-(3-ethynyl-adamantan-1-yl)-benzamide), ClC1=NC(=CN=C1)C (2-chloro-6-methylpyrazine). The reagents and catalysts are [Cu]I (CuI), C=1C=CC(=CC1)[P](C=2C=CC=CC2)(C=3C=CC=CC3)[Pd]([P](C=4C=CC=CC4)(C=5C=CC=CC5)C=6C=CC=CC6)([P](C=7C=CC=CC7)(C=8C=CC=CC8)C=9C=CC=CC9)[P](C=1C=CC=CC1)(C=1C=CC=CC1)C=1C=CC=CC1 (Pd(PPh3)4). Run in C(C)N(CC)CC (triethylamine), C(C)#N (acetonitrile), C(C)(=O)OCC (ethyl acetate). Reaction conditions: temperature 70 celsius. Yields the product ClC=1C=C(C(=O)NC23CC4(CC(CC(C2)C4)C3)C#CC3=NC(=CN=C3)C)C=CC1 (3-Chloro-N-[3-(6-methyl-pyrazin-2-ylethynyl)-adamantan-1-yl]-benzamide). Isolated yield 38.9%. RXN SMILES: [Cl:1][C:2]1[CH:3]=[C:4]([CH:20]=[CH:21][CH:22]=1)[C:5]([NH:7][C:8]12[CH2:17][CH:12]3[CH2:13][CH:14]([CH2:16][C:10]([C:18]#[CH:19])([CH2:11]3)[CH2:9]1)[CH2:15]2)=[O:6].Cl[C:24]1[CH:29]=[N:28][CH:27]=[C:26]([CH3:30])[N:25]=1>C(N(CC)CC)C.C(#N)C.C(OCC)(=O)C.C1C=CC([P]([Pd]([P](C2C=CC=CC=2)(C2C=CC=CC=2)C2C=CC=CC=2)([P](C2C=CC=CC=2)(C2C=CC=CC=2)C2C=CC=CC=2)[P](C2C=CC=CC=2)(C2C=CC=CC=2)C2C=CC=CC=2)(C2C=CC=CC=2)C2C=CC=CC=2)=CC=1.[Cu]I>[Cl:1][C:2]1[CH:3]=[C:4]([CH:20]=[CH:21][CH:22]=1)[C:5]([NH:7][C:8]12[CH2:17][CH:12]3[CH2:13][CH:14]([CH2:16][C:10]([C:18]#[C:19][C:24]4[CH:29]=[N:28][CH:27]=[C:26]([CH3:30])[N:25]=4)([CH2:11]3)[CH2:9]1)[CH2:15]2)=[O:6] |^1:50,52,71,90|. Procedure: To a stirred mixture of intermediate 8, 3-chloro-N-(3-ethynyl-adamantan-1-yl)-benzamide (60 mg, 0.19 mmol) and 2-chloro-6-methylpyrazine (60 mg, 0.47 mmol) in triethylamine (0.5 mL) and acetonitrile (2 mL) was added Pd(PPh3)4 (3 mg, 0.02 mmol), followed by an addition of CuI (3 mg, 0.016 mmol). After heated at 70° C. for three hours, the reaction mixture was cooled to room temperature, diluted with ethyl acetate (30 mL), washed with water (50 mL) and brine, dried over Na2SO4, and concentrated un...